Task: describe an organic reaction: reactants, conditions, products, and yield. Dataset: the Open Reaction Database (ORD), a public repository of structured organic reaction records The reactants are O=C[C@H](O)[C@@H](O)[C@H](O)CO (xylose), O=C[C@H](O)[C@@H](O)[C@H](O)[C@H](O)CO (glucose), [Na+].[Cl-] (NaCl), Cl.N[C@@H](CS)C(=O)O (cysteine hydrochloride), C([O-])([O-])=O.[Ca+2] (calcium carbonate), butyl rubber. Run at temperature 30 celsius. The product is C1(=CC=CC=C1)C(C(=O)O)(O)C.OC(C(=O)O)CC(C)C (phenyllactic acid 2-hydroxyisocaproic acid). Reaction SMILES: O=[CH:2][C@@H:3]([C@H:5]([C@@H:7]([CH2:9]O)O)O)[OH:4].[O:11]=[CH:12][C@@H:13]([C@H:15]([C@@H]([C@@H](CO)O)O)O)O.[Na+].[Cl-].Cl.N[C@H:27]([C:30]([OH:32])=[O:31])[CH2:28]S.[C:33](=[O:36])([O-])[O-:34].[Ca+2]>>[C:5]1([C:3]([CH3:2])([OH:4])[C:33]([OH:34])=[O:36])[CH:15]=[CH:13][CH:12]=[CH:9][CH:7]=1.[OH:11][CH:27]([CH2:28][CH:3]([CH3:5])[CH3:2])[C:30]([OH:32])=[O:31] |f:2.3,4.5,6.7,8.9|. Procedure: 25 parts by weight and 180 parts by weight of these xylose and glucose, respectively, were mixed with 10,000 parts by weight of a culture medium (10 g/l of peptone, 5 g/l of yeast extract, 2 g/l of meat extract, 5 g/l of NaCl, 2 g/l of cysteine hydrochloride and 5 g/l of calcium carbonate), and the mixture formed was injected into a pressure bottle. After the gaseous-phase portion in the bottle was displaced with nitrogen gas, the bottle was hermetically closed with a butyl rubber stopper, which... The reactants are 1,8-diazabicyclo[5.4.0]undec-7-ene(1,5-5), CC(C(=O)O)=C (2-methylacrylic acid), ice, COC(\C(=C\C1=CC(=C(C=C1)OCC1=CC(=CC(=C1)COC1=C(C=C(C=C1)\C=C\C(=O)OC)OC)OCCCCCCCl)OC)\C#N)=O ((E)-3-[4-[[3-[(6-chlorohexyl)oxy]-5-[[2-methoxy-4[(E)-2-(methoxycarbonyl)vinyl]phenoxy]methyl]benzyl]oxy]-3-methoxyphenyl]-2-cyanoacrylic acid methyl ester). The reagents and catalysts are [I-].C(CCC)[N+](CCCC)(CCCC)CCCC (tetrabutylammonium iodide), C1=CC=CC=2SC3=CC=CC=C3NC12 (phenothiazine). Solvent: CN(C=O)C (N,N-dimethylformamide), CN(C=O)C (DMF), CN(C=O)C (DMF). Conditions: temperature 80 celsius, time 20 hour. The product is COC1=C(OCC=2C=C(OCCCCCCOC(C(=C)C)=O)C=C(C2)COC2=C(C=C(C=C2)\C=C\C(=O)OC)OC)C=CC(=C1)\C=C(\C(=O)OC)/C#N (2-methylacrylic acid 6-[3-[2-methoxy-4-[2-cyano-(E)-2-(methoxycarbonyl)vinyl]phenoxymethyl]-5-[2-methoxy-4-[(E)-2-(methoxycarbonyl)vinyl]phenoxymethyl]phenoxy]hexyl ester). Yield: 30.1%. Reaction SMILES: [CH3:1][C:2](=[CH2:6])[C:3]([OH:5])=[O:4].[CH3:7][O:8][C:9](=[O:54])/[C:10](/[C:52]#[N:53])=[CH:11]/[C:12]1[CH:17]=[CH:16][C:15]([O:18][CH2:19][C:20]2[CH:25]=[C:24]([CH2:26][O:27][C:28]3[CH:33]=[CH:32][C:31](/[CH:34]=[CH:35]/[C:36]([O:38][CH3:39])=[O:37])=[CH:30][C:29]=3[O:40][CH3:41])[CH:23]=[C:22]([O:42][CH2:43][CH2:44][CH2:45][CH2:46][CH2:47][CH2:48]Cl)[CH:21]=2)=[C:14]([O:50][CH3:51])[CH:13]=1>CN(C)C=O.[I-].C([N+](CCCC)(CCCC)CCCC)CCC.C1C2NC3C(=CC=CC=3)SC=2C=CC=1>[CH3:51][O:50][C:14]1[CH:13]=[C:12](/[CH:11]=[C:10](\[C:52]#[N:53])/[C:9]([O:8][CH3:7])=[O:54])[CH:17]=[CH:16][C:15]=1[O:18][CH2:19][C:20]1[CH:21]=[C:22]([CH:23]=[C:24]([CH2:26][O:27][C:28]2[CH:33]=[CH:32][C:31](/[CH:34]=[CH:35]/[C:36]([O:38][CH3:39])=[O:37])=[CH:30][C:29]=2[O:40][CH3:41])[CH:25]=1)[O:42][CH2:43][CH2:44][CH2:45][CH2:46][CH2:47][CH2:48][O:4][C:3](=[O:5])[C:2]([CH3:1])=[CH2:6] |f:3.4|. Reported procedure: 0.32 ml (2 mmol) 1,8-diazabicyclo[5.4.0]undec-7-ene(1,5-5) (DBU) in 2 ml N,N-dimethylformamide (DMF) were added dropwise to a solution of 0.2 ml (1.9 mmol) 2-methylacrylic acid in 2 ml DMF. After addition of 2 mg phenothiazine, 60 mg tetrabutylammonium iodide and 1.1 g (1.6 mmol) (E)-3-[4-[[3-[(6-chlorohexyl)oxy]-5-[[2-methoxy-4[(E)-2-(methoxycarbonyl)vinyl]phenoxy]methyl]benzyl]oxy]-3-methoxyphenyl]-2-cyanoacrylic acid methyl ester in 7 ml DMF the resulting mixture was stirred at 80° C. for 20 ... The reactants are ClCCl, Cc1ccc2c(CCN)c[nH]c2c1, N#CCCl, C1CCOC1. Yields the product Cc1ccc2c(CCNCC#N)c[nH]c2c1. As a reaction SMILES: [CH2:23]([Cl:24])[Cl:25].[CH3:1][c:2]1[cH:3][c:4]2[nH:5][cH:6][c:7]([CH2:8][CH2:9][NH2:10])[c:11]2[cH:12][cH:13]1.[Cl:14][CH2:15][C:16]#[N:17].[O:18]1[CH2:19][CH2:20][CH2:21][CH2:22]1>>[CH3:1][c:2]1[cH:3][c:4]2[nH:5][cH:6][c:7]([CH2:8][CH2:9][NH:10][CH2:15][C:16]#[N:17])[c:11]2[cH:12][cH:13]1. Run in ClCCl (dichloromethane). Starting materials: C[Si](Br)(C)C (trimethylbromosilane), C(=O)NC(CC(=O)OCC)\C=C(/CCCC(=O)OCC)\CP(=O)(OC(C)C)OC(C)C (diethyl E-2-formylamino-4-diisopropylphosphonomethyl-hept-3-ene-1,7-dicarboxylate), C(C)O (ethanol). Procedure details: 4.3 g (9.9 mmol) of diethyl E-2-formylamino-4-diisopropylphosphonomethyl-hept-3-ene-1,7-dicarboxylate are dissolved in 14 ml of dichloromethane and 5.2 ml (40 mmol) of trimethylbromosilane are added dropwise at room temperature to the solution. The reaction mixture is allowed to stand for 20 hours and, after addition of 14 ml of ethanol, allowed to stand for a further 19 hours. The reaction mixture is concentrated on a rotary evaporator and the residue is taken up in 14 ml of ethanol. After addi... RXN SMILES: C([NH:3][CH:4](/[CH:11]=[C:12](/[CH2:21][P:22]([O:28]C(C)C)([O:24]C(C)C)=[O:23])\[CH2:13][CH2:14][CH2:15][C:16]([O:18][CH2:19][CH3:20])=[O:17])[CH2:5][C:6]([O:8][CH2:9][CH3:10])=[O:7])=O.C[Si](C)(C)Br.C(O)C>ClCCl>[NH2:3][CH:4](/[CH:11]=[C:12](/[CH2:21][P:22]([OH:28])([OH:24])=[O:23])\[CH2:13][CH2:14][CH2:15][C:16]([O:18][CH2:19][CH3:20])=[O:17])[CH2:5][C:6]([O:8][CH2:9][CH3:10])=[O:7]. Product: NC(CC(=O)OCC)\C=C(/CCCC(=O)OCC)\CP(=O)(O)O (diethyl E-2-amino-4-phosphonomethyl-hept-3-ene-1,7 -dicarboxylate). Run at time 20 hour. The reactants are COCCO, O=CN1CCNCC1, COCC#Cc1cc(Cl)c(Nc2ncnc3cc(OCCCCl)cc(OC(C)C)c23)c2c1OCO2, ClCCl, [I-], [Na+], c1ccc(P(c2ccccc2)c2ccccc2)cc1. The product is COCC#Cc1cc(Cl)c(Nc2ncnc3cc(OCCCN4CCN(C=O)CC4)cc(OC(C)C)c23)c2c1OCO2. Reaction SMILES: [CH3:65][O:66][CH2:67][CH2:68][OH:69].[CH:55](=[O:56])[N:57]1[CH2:58][CH2:59][NH:60][CH2:61][CH2:62]1.[Cl:1][c:2]1[c:3]([NH:16][c:17]2[n:18][cH:19][n:20][c:21]3[cH:22][c:23]([O:31][CH2:32][CH2:33][CH2:34][Cl:35])[cH:24][c:25]([O:27][CH:28]([CH3:29])[CH3:30])[c:26]23)[c:4]2[c:5]([c:9]([C:11]#[C:12][CH2:13][O:14][CH3:15])[cH:10]1)[O:6][CH2:7][O:8]2.[Cl:70][CH2:71][Cl:72].[I-:64].[Na+:63].[c:36]1([P:37]([c:38]2[cH:39][cH:40][cH:41][cH:42][cH:43]2)[c:44]2[cH:45][cH:46][cH:47][cH:48][cH:49]2)[cH:50][cH:51][cH:52][cH:53][cH:54]1>>[Cl:1][c:2]1[c:3]([NH:16][c:17]2[n:18][cH:19][n:20][c:21]3[cH:22][c:23]([O:31][CH2:32][CH2:33][CH2:34][N:60]4[CH2:59][CH2:58][N:57]([CH:55]=[O:56])[CH2:62][CH2:61]4)[cH:24][c:25]([O:27][CH:28]([CH3:29])[CH3:30])[c:26]23)[c:4]2[c:5]([c:9]([C:11]#[C:12][CH2:13][O:14][CH3:15])[cH:10]1)[O:6][CH2:7][O:8]2. Starting materials: CCOC(=O)C (EtOAc), C(C1=CC=CC=C1)#N (benzonitrile), C([O-])(O)=O.[Na+] (sodium bicarbonate), BrC(C(=O)OC)C (methyl 2-bromopropionate), CN(C)C=O (DMF). Run at temperature 75 celsius, time 8 hour. Product: C(#N)C1=CC=C(C=C1)[C@@H](C)N[C@H](C)C(=O)OC (methyl N-[(1R)-1-(4-cyanophenyl)ethyl]-D-alaninate), C(#N)C1=CC=C(C=C1)[C@@H](C)N[C@@H](C)C(=O)OC (methyl N-[(1R)-1-(4-cyanophenyl)ethyl]-L-alaninate). Yield: 43.0%. Reaction SMILES: [C:1](#[N:8])[C:2]1[CH:7]=[CH:6][CH:5]=[CH:4][CH:3]=1.C(=O)(O)[O-].[Na+].Br[CH:15]([CH3:20])[C:16]([O:18][CH3:19])=[O:17].[CH3:21]CO[C:24]([CH3:26])=O.C[N:28]([CH:30]=O)C>>[C:1]([C:2]1[CH:7]=[CH:6][C:5]([C@H:24]([NH:28][C@@H:15]([C:16]([O:18][CH3:19])=[O:17])[CH3:20])[CH3:26])=[CH:4][CH:3]=1)#[N:8].[C:1]([C:2]1[CH:7]=[CH:6][C:5]([C@H:30]([NH:28][C@H:15]([C:16]([O:18][CH3:19])=[O:17])[CH3:20])[CH3:21])=[CH:4][CH:3]=1)#[N:8] |f:1.2|. Procedure: To 4-[(1R)1-aminoethyl)]benzonitrile (Haoyuan Chemexpress, 3.4 g; 23 mmol) in DMF (34 mL) was added sodium bicarbonate (3.9 g; 46 mmol) and methyl 2-bromopropionate (2.8 mL; 25 mmol). The reaction mixture was stirred at 75° C. overnight. EtOAc was added to the reaction mixture and the organic phase was washed three times with H2O and once with brine, organic layer was then dried over MgSO4, filtered and concentrated. The crude product was purified by flash chromatography (EtOAc/Heptane gradient ... The reactants are CC(=O)OCC1OC(c2ccc(Br)c(Cc3ccc4c(c3)OCCO4)c2)C(OC(C)=O)C(OC(C)=O)C1OC(C)=O, Cc1ccccc1, C1CCC(P(C2CCCCC2)C2CCCCC2)CC1, OB(O)C1CC1, CC(=O)[O-], CC(=O)[O-], O, [Pd+2]. Yields the product CC(=O)OCC1OC(c2ccc(C3CC3)c(Cc3ccc4c(c3)OCCO4)c2)C(OC(C)=O)C(OC(C)=O)C1OC(C)=O. RXN SMILES: [C:1]([CH3:2])(=[O:3])[O:4][CH:5]1[CH:6]([CH2:37][O:38][C:39]([CH3:40])=[O:41])[O:7][CH:8]([c:19]2[cH:20][c:21]([CH2:26][c:27]3[cH:28][c:29]4[c:30]([cH:35][cH:36]3)[O:31][CH2:32][CH2:33][O:34]4)[c:22]([Br:25])[cH:23][cH:24]2)[CH:9]([O:15][C:16]([CH3:17])=[O:18])[CH:10]1[O:11][C:12]([CH3:13])=[O:14].[CH3:67][c:68]1[cH:69][cH:70][cH:71][cH:72][cH:73]1.[CH:42]1([P:43]([CH:47]2[CH2:48][CH2:49][CH2:50][CH2:51][CH2:52]2)[CH:55]2[CH2:46][CH2:45][CH2:44][CH2:59][CH2:60]2)[CH2:53][CH2:54][CH2:56][CH2:57][CH2:58]1.[CH:61]1([B:62]([OH:63])[OH:64])[CH2:65][CH2:66]1.[O-:76][C:77]([CH3:78])=[O:79].[O-:80][C:81]([CH3:82])=[O:83].[OH2:74].[Pd+2:75]>>[C:1]([CH3:2])(=[O:3])[O:4][CH:5]1[CH:6]([CH2:37][O:38][C:39]([CH3:40])=[O:41])[O:7][CH:8]([c:19]2[cH:20][c:21]([CH2:26][c:27]3[cH:28][c:29]4[c:30]([cH:35][cH:36]3)[O:31][CH2:32][CH2:33][O:34]4)[c:22]([CH:59]3[CH2:55][CH2:60]3)[cH:23][cH:24]2)[CH:9]([O:15][C:16]([CH3:17])=[O:18])[CH:10]1[O:11][C:12]([CH3:13])=[O:14]. Starting materials: C(C=C)C(CC(=O)C1=CC=CC=C1)COCCCNC(C)C (3-allyl-4-(3-[N-isopropylamino]propoxy)butyrophenone), Cl.C(C)ON (ethoxyamine hydrochloride). Product: C(C)ON=C(CC(COCCCNC(C)C)CC=C)C1=CC=CC=C1 (3-allyl-4-(3-[N-isopropylamino)propoxy)-butyrophenone O-ethyloxime). RXN SMILES: [CH2:1]([CH:4]([CH2:14][O:15][CH2:16][CH2:17][CH2:18][NH:19][CH:20]([CH3:22])[CH3:21])[CH2:5][C:6]([C:8]1[CH:13]=[CH:12][CH:11]=[CH:10][CH:9]=1)=O)[CH:2]=[CH2:3].Cl.[CH2:24]([O:26][NH2:27])[CH3:25]>>[CH2:24]([O:26][N:27]=[C:6]([C:8]1[CH:13]=[CH:12][CH:11]=[CH:10][CH:9]=1)[CH2:5][CH:4]([CH2:1][CH:2]=[CH2:3])[CH2:14][O:15][CH2:16][CH2:17][CH2:18][NH:19][CH:20]([CH3:22])[CH3:21])[CH3:25] |f:1.2|. Procedure details: The procedure described in Example 88 was repeated using 3-allyl-4-(3-[N-isopropylamino]propoxy)butyrophenone and ethoxyamine hydrochloride to give 3-allyl-4-(3-[N-isopropylamino)propoxy)-butyrophenone O-ethyloxime as a solid, m.p. 124°-126° C. The reactants are FC1=CC=C2C(CCNC2=C1)=O (7-fluoro-2,3-dihydro-1H-quinolin-4-one), Example 3, [OH-].[Na+] (sodium hydroxide). Solvent: FC(C(=O)O)(F)F (trifluoroacetic acid), C(C)[SiH](CC)CC (triethylsilane). Run at time 3 day. The product is FC1=CC=C2CCCNC2=C1 (7-fluoro-1,2,3,4-tetrahydroquinoline). RXN SMILES: [F:1][C:2]1[CH:11]=[C:10]2[C:5]([C:6](=O)[CH2:7][CH2:8][NH:9]2)=[CH:4][CH:3]=1.[OH-].[Na+]>FC(F)(F)C(O)=O.C([SiH](CC)CC)C>[F:1][C:2]1[CH:11]=[C:10]2[C:5]([CH2:6][CH2:7][CH2:8][NH:9]2)=[CH:4][CH:3]=1 |f:1.2|. Procedure details: To a solution of 7-fluoro-2,3-dihydro-1H-quinolin-4-one obtained in Reference Example 3 (810 mg) in trifluoroacetic acid (10 ml), triethylsilane (3.9 ml) was added and stirred at room temperature for 3 days. The reaction mixture was adjusted to pH 10 to 12 by addition of 8M aqueous sodium hydroxide under ice cooling, and then extracted with chloroform. To the extracted organic layer, water and 12M aqueous hydrochloric acid were added to separate the aqueous layer. The separated aqueous layer was...